The task is: describe an organic reaction: reactants, conditions, products, and yield. This data is from the Open Reaction Database (ORD), a public repository of structured organic reaction records. Starting materials: C(C)(=O)C1=CC=CC=C1 (Acetophenone), [OH-].[Na+] (Sodium hydroxide), N(N)C1=CC=C(C=C1)S(=O)(=O)O (4-hydrazino-benzenesulfonic acid). Solvent: O (water), O (water). Run at temperature 100 celsius. Product: C1(=CC=CC=C1)\C(\C)=N\NC1=CC=C(C=C1)S(=O)(=O)O (4-{N′-[1-phenyl-eth-(E)-ylidene]-hydrazino}-benzenesulfonic acid). Isolated yield 23.4%. RXN SMILES: [OH-].[Na+].[NH:3]([C:5]1[CH:10]=[CH:9][C:8]([S:11]([OH:14])(=[O:13])=[O:12])=[CH:7][CH:6]=1)[NH2:4].[C:15]([C:18]1[CH:23]=[CH:22][CH:21]=[CH:20][CH:19]=1)(=O)[CH3:16]>O>[C:18]1(/[C:15](=[N:4]/[NH:3][C:5]2[CH:10]=[CH:9][C:8]([S:11]([OH:14])(=[O:12])=[O:13])=[CH:7][CH:6]=2)/[CH3:16])[CH:23]=[CH:22][CH:21]=[CH:20][CH:19]=1 |f:0.1|. Reported procedure: Sodium hydroxide (400 mg, 10 mmol) in 10 mL of water was added to a solution of 4-hydrazino-benzenesulfonic acid (1.88 g, 10 mmol) in 20 mL of water. Acetophenone (1.32 g, 11 mmol) was then added, and the mixture was heated to 100° C. overnight. The resulting mixture was then cooled and washed with ether. The pH of the aqueous solution was then adjusted to 4 with conc. HCl. Water was removed under vacuum, and methanol was added. The solution was filtered and concentrated to give product (680 mg)... Reactants: CCCCCCCCCCCCCCCCNc1csc(C#N)c1, [CH3], [Na+], [OH-]. Yields the product CCCCCCCCCCCCCCCCNc1csc(C(N)=O)c1. Reaction SMILES: [CH2:1]([CH2:2][CH2:3][CH2:4][CH2:5][CH2:6][CH2:7][CH2:8][CH2:9][CH2:10][CH2:11][CH2:12][CH2:13][CH2:14][CH2:15][CH3:16])[NH:17][c:18]1[cH:19][c:20]([C:23]#[N:24])[s:21][cH:22]1.[CH3:25].[Na+:27].[OH-:26]>>[CH2:1]([CH2:2][CH2:3][CH2:4][CH2:5][CH2:6][CH2:7][CH2:8][CH2:9][CH2:10][CH2:11][CH2:12][CH2:13][CH2:14][CH2:15][CH3:16])[NH:17][c:18]1[cH:19][c:20]([C:23]([NH2:24])=[O:26])[s:21][cH:22]1. Reactants: Nc1nc(SCCN2C(=O)c3ccccc3C2=O)nc2c1nc(O)n2Cc1ccccc1, NN, O. Product: NCCSc1nc(N)c2nc(O)n(Cc3ccccc3)c2n1. As a reaction SMILES: [NH2:1][c:2]1[c:3]2[n:4][c:5]([OH:32])[n:6]([CH2:25][c:26]3[cH:27][cH:28][cH:29][cH:30][cH:31]3)[c:7]2[n:8][c:9]([S:11][CH2:12][CH2:13][N:14]2[C:15](=[O:16])[c:17]3[cH:18][cH:19][cH:20][cH:21][c:22]3[C:23]2=[O:24])[n:10]1.[NH2:34][NH2:35].[OH2:33]>>[NH2:1][c:2]1[c:3]2[n:4][c:5]([OH:32])[n:6]([CH2:25][c:26]3[cH:27][cH:28][cH:29][cH:30][cH:31]3)[c:7]2[n:8][c:9]([S:11][CH2:12][CH2:13][NH2:14])[n:10]1. The reactants are COC(=O)c1cc(S(C)(=O)=O)c(Oc2ccc(S(C)(=O)=O)c(S(F)(F)(F)(F)F)c2)cc1C, CC(C)(C)[O-], [Cl-], Cl, [K+], NC(N)=[NH2+], CN(C)C=O, O. The product is Cc1cc(Oc2ccc(S(C)(=O)=O)c(S(F)(F)(F)(F)F)c2)c(S(C)(=O)=O)cc1C(=O)NC(=N)N. Reaction SMILES: [CH3:12][S:13](=[O:14])(=[O:15])[c:16]1[c:17]([O:27][c:28]2[cH:29][c:30]([S:38]([F:39])([F:40])([F:41])([F:42])[F:43])[c:31]([S:34](=[O:35])(=[O:36])[CH3:37])[cH:32][cH:33]2)[cH:18][c:19]([CH3:26])[c:20]([C:21](=[O:22])[O:23][CH3:24])[cH:25]1.[CH3:6][C:7]([CH3:8])([O-:9])[CH3:10].[Cl-:1].[ClH:44].[K+:11].[NH2:2][C:3]([NH2:4])=[NH2+:5].[O:45]=[CH:46][N:47]([CH3:48])[CH3:49].[OH2:50]>>[NH:2]=[C:3]([NH2:4])[NH:5][C:21]([c:20]1[c:19]([CH3:26])[cH:18][c:17]([O:27][c:28]2[cH:29][c:30]([S:38]([F:39])([F:40])([F:41])([F:42])[F:43])[c:31]([S:34](=[O:35])(=[O:36])[CH3:37])[cH:32][cH:33]2)[c:16]([S:13]([CH3:12])(=[O:14])=[O:15])[cH:25]1)=[O:22].